From a dataset of the Open Reaction Database (ORD), a public repository of structured organic reaction records. describe an organic reaction: reactants, conditions, products, and yield Reactants: CC(=O)N1CCC(CCC(=O)c2ccc3c4c2CCCC4CN3)CC1, CC(=O)OC(C)=O, CCOC(C)=O. Product: CC(=O)N1CCC(CCC(=O)c2ccc3c4c2CCCC4CN3C(C)=O)CC1. RXN SMILES: [C:1]([CH3:2])(=[O:3])[N:4]1[CH2:5][CH2:6][CH:7]([CH2:10][CH2:11][C:12](=[O:13])[c:14]2[c:15]3[c:16]4[c:20]([cH:21][cH:22]2)[NH:19][CH2:18][CH:17]4[CH2:23][CH2:24][CH2:25]3)[CH2:8][CH2:9]1.[CH3:26][C:27](=[O:28])[O:29][C:30](=[O:31])[CH3:32].[CH3:33][CH2:34][O:35][C:36](=[O:37])[CH3:38]>>[C:1]([CH3:2])(=[O:3])[N:4]1[CH2:5][CH2:6][CH:7]([CH2:10][CH2:11][C:12](=[O:13])[c:14]2[c:15]3[c:16]4[c:20]([cH:21][cH:22]2)[N:19]([C:27]([CH3:26])=[O:28])[CH2:18][CH:17]4[CH2:23][CH2:24][CH2:25]3)[CH2:8][CH2:9]1. Reactants: C(CCC)OC1C(N(C(C2=CC=CC=C12)=O)CC(C)C)(CNC(=O)OC(C)(C)C)/C=C/C(=O)N ((E)-3-(4-butoxy-3-[[(tert-butoxycarbonyl)amino]methyl]-2-isobutyl-1-oxo-1,2-dihydro-3-isoquinolinyl)-2-propenamide), Cl (hydrogen chloride). Run in C(C)(=O)OCC (ethyl acetate), C(C)(=O)OCC (ethyl acetate). Conditions: time 2 hour. The product is Cl.NCC=1N(C(C2=CC=C(C=C2C1OCCCC)/C=C/C(=O)N)=O)CC(C)C ((E)-3-[3-(aminomethyl)-4-butoxy-2-isobutyl-1-oxo-1,2-dihydro-6-isoquinolinyl]-2-propenamide hydrochloride). Isolated yield 91.7%. Reaction SMILES: [CH2:1]([O:5][CH:6]1[C:15]2[C:10](=[CH:11][CH:12]=[CH:13][CH:14]=2)[C:9](=[O:16])[N:8]([CH2:17][CH:18]([CH3:20])[CH3:19])[C:7]1(/C=C/C(N)=O)[CH2:21][NH:22]C(OC(C)(C)C)=O)[CH2:2][CH2:3][CH3:4].[ClH:35]>C(OCC)(=O)C>[ClH:35].[NH2:22][CH2:21][C:7]1[N:8]([CH2:17][CH:18]([CH3:20])[CH3:19])[C:9](=[O:16])[C:10]2[C:15]([C:6]=1[O:5][CH2:1][CH2:2][CH2:3][CH3:4])=[CH:14][C:13](/[CH:11]=[CH:10]/[C:9]([NH2:8])=[O:16])=[CH:12][CH:11]=2 |f:3.4|. Procedure: To a solution of (E)-3-(4-butoxy-3-[[(tert-butoxycarbonyl)amino]methyl]-2-isobutyl-1-oxo-1,2-dihydro-3-isoquinolinyl)-2-propenamide (0.14 g, 0.3 mmol) in ethyl acetate (5 mL) was added a solution of 4N hydrogen chloride in ethyl acetate (5 mL) and the obtained solution was stirred at room temperature for 2 h. The reaction mixture was concentrated under reduced pressure, and the precipitated crystals were recrystallized from methanol-diisopropyl ether to give (E)-3-[3-(aminomethyl)-4-butoxy-2-iso... The reactants are CSc1nc2cc(S(N)(=O)=O)ccc2o1, CC#N, CCOC(=O)N1CCC(N)CC1. Yields the product CCOC(=O)N1CCC(Nc2nc3cc(S(N)(=O)=O)ccc3o2)CC1. RXN SMILES: [CH3:1][S:2][c:3]1[o:4][c:5]2[c:6]([n:7]1)[cH:8][c:9]([S:12](=[O:13])(=[O:14])[NH2:15])[cH:10][cH:11]2.[CH3:28][C:29]#[N:30].[NH2:16][CH:17]1[CH2:18][CH2:19][N:20]([C:23](=[O:24])[O:25][CH2:26][CH3:27])[CH2:21][CH2:22]1>>[c:3]1([NH:16][CH:17]2[CH2:18][CH2:19][N:20]([C:23](=[O:24])[O:25][CH2:26][CH3:27])[CH2:21][CH2:22]2)[o:4][c:5]2[c:6]([n:7]1)[cH:8][c:9]([S:12](=[O:13])(=[O:14])[NH2:15])[cH:10][cH:11]2. The reactants are O1CC(CC(C1)=O)=O (2H-Pyran-3,5(4H,6H)-dione), IC=1C=C(C=O)C=CC1F (3-iodo-4-fluoro-benzaldehyde), NC1=CC(NN1C)=O (5-amino-1-methyl-1,2-dihydropyrazol-3-one). The product is FC1=C(C=C(C=C1)C1C2=C(NC3=C1C(NN3C)=O)COCC2=O)I (4-(4-fluoro-3-iodophenyl)-1-methyl-1,2,4,9-tetrahydropyrano[3,4-b]pyrazolo[4,3-e]pyridine-3,5(6H,8H)-dione). Yield: 69.5%. As a reaction SMILES: [O:1]1[CH2:6][C:5](=O)[CH2:4][C:3](=[O:8])[CH2:2]1.[I:9][C:10]1[CH:11]=[C:12]([CH:15]=[CH:16][C:17]=1[F:18])[CH:13]=O.[NH2:19][C:20]1[N:24]([CH3:25])[NH:23][C:22](=[O:26])[CH:21]=1>>[F:18][C:17]1[CH:16]=[CH:15][C:12]([CH:13]2[C:21]3[C:22](=[O:26])[NH:23][N:24]([CH3:25])[C:20]=3[NH:19][C:5]3[CH2:6][O:1][CH2:2][C:3](=[O:8])[C:4]2=3)=[CH:11][C:10]=1[I:9]. Reported procedure: 2H-Pyran-3,5(4H,6H)-dione (0.085 g, 0.75 mmol), 3-iodo-4-fluoro-benzaldehyde (0.182 g, 0.75 mmol) and 5-amino-1-methyl-1,2-dihydropyrazol-3-one (0.084 g, 0.75 mmol) were processed as described in Example 26C to provide 0.23 g of the title compound. 1H NMR (300 MHz, DMSO-d6) δ 3.5 (s, 3H), 4.0 (s, 2H), 4.52 (q, 2H), 4.92 (s, 1H), 7.1 (t, 1H), 7.18 (m, 1H), 7.55 (dd, 1H), 9.62 (bs, 1H), 10.1 (s, 1H); MS (ESI−) m/z 440 (M−H)−; Anal. calcd for C16H13N3FIO3.C2H5OH: C, 44.37; H, 3.93; N, 8.62. Found: ...